describe an organic reaction: reactants, conditions, products, and yield From a dataset of the Open Reaction Database (ORD), a public repository of structured organic reaction records. Reactants: ClCCl, O=CO, COc1ccccc1CNC(=O)C(Cc1c[nH]c2ccccc12)NC(c1ccccc1)(c1ccccc1)c1ccccc1. Yields the product COc1ccccc1CNC(=O)C(N)Cc1c[nH]c2ccccc12. As a reaction SMILES: [CH2:47]([Cl:48])[Cl:49].[CH:1]([OH:2])=[O:3].[nH:4]1[cH:5][c:6]([CH2:13][CH:14]([C:15](=[O:16])[NH:17][CH2:18][c:19]2[c:20]([O:25][CH3:26])[cH:21][cH:22][cH:23][cH:24]2)[NH:27][C:28]([c:29]2[cH:30][cH:31][cH:32][cH:33][cH:34]2)([c:35]2[cH:36][cH:37][cH:38][cH:39][cH:40]2)[c:41]2[cH:42][cH:43][cH:44][cH:45][cH:46]2)[c:7]2[cH:8][cH:9][cH:10][cH:11][c:12]12>>[nH:4]1[cH:5][c:6]([CH2:13][CH:14]([C:15](=[O:16])[NH:17][CH2:18][c:19]2[c:20]([O:25][CH3:26])[cH:21][cH:22][cH:23][cH:24]2)[NH2:27])[c:7]2[cH:8][cH:9][cH:10][cH:11][c:12]12. The reactants are COCCN(S(=O)(=O)C1=C(C(=CC=C1Cl)[N+](=O)[O-])O)CCOC (N,N-di-(2-methoxyethyl)-6chloro-2-hydroxy-3-nitrobenzenesulfonamide), [H][H] (hydrogen). Reagents/catalysts: [Pd] (Pd/C). Yields the product COCCN(S(=O)(=O)C1=C(C(=CC=C1Cl)N)O)CCOC (N,N-di-(2-methoxyethyl)-3-amino-6-chloro-2-hydroxybenzenesulfonamide). Yield: 87.5%. RXN SMILES: [CH3:1][O:2][CH2:3][CH2:4][N:5]([CH2:20][CH2:21][O:22][CH3:23])[S:6]([C:9]1[C:14]([Cl:15])=[CH:13][CH:12]=[C:11]([N+:16]([O-])=O)[C:10]=1[OH:19])(=[O:8])=[O:7].[H][H]>[Pd]>[CH3:23][O:22][CH2:21][CH2:20][N:5]([CH2:4][CH2:3][O:2][CH3:1])[S:6]([C:9]1[C:14]([Cl:15])=[CH:13][CH:12]=[C:11]([NH2:16])[C:10]=1[OH:19])(=[O:7])=[O:8]. Procedure details: Following the general hydrogenation procedure outlined in example 15, N,N-di-(2-methoxyethyl)-6chloro-2-hydroxy-3-nitrobenzenesulfonamide (100 mg, 0.27mmol) was reduced with hydrogen and 10% Pd/C (50 mg) to form the desired product (80 mg, 87%). 1H NMR (MeOD-d4): δ 6.85 (m, 2H), 3.58 (t, 4H), 3.47 (t, 4H), 3.21 (s, 6H).